From a dataset of the Open Reaction Database (ORD), a public repository of structured organic reaction records. describe an organic reaction: reactants, conditions, products, and yield Reactants: ClC=1C=C2C=3C=CN=CC3NC2=C(C1)NC(=O)C1N(CC(OC1)(C)C)CC(C)N (4-(2-Amino-propyl)-6,6-dimethyl-morpholine-3-carboxylic acid (6-chloro-9H-β-carbolin-8yl)-amide), C(C)(=O)OC(C)=O (acetic anhydride). The product is ClC=1C=C2C=3C=CN=CC3NC2=C(C1)NC(=O)[C@H]1N(CC(OC1)(C)C)C[C@H](C)NC(C)=O (4-((S)-2-Acetylamino-propyl)-6,6-dimethyl-morpholine-3-(S)-carboxylic acid (6-chloro-9H-b-carbolin-8-yl)-amide). As a reaction SMILES: [Cl:1][C:2]1[CH:3]=[C:4]2[C:12](=[C:13]([NH:15][C:16]([CH:18]3[CH2:23][O:22][C:21]([CH3:25])([CH3:24])[CH2:20][N:19]3[CH2:26][CH:27]([NH2:29])[CH3:28])=[O:17])[CH:14]=1)[NH:11][C:10]1[CH:9]=[N:8][CH:7]=[CH:6][C:5]2=1.[C:30](OC(=O)C)(=[O:32])[CH3:31]>>[Cl:1][C:2]1[CH:3]=[C:4]2[C:12](=[C:13]([NH:15][C:16]([C@@H:18]3[CH2:23][O:22][C:21]([CH3:24])([CH3:25])[CH2:20][N:19]3[CH2:26][C@@H:27]([NH:29][C:30](=[O:32])[CH3:31])[CH3:28])=[O:17])[CH:14]=1)[NH:11][C:10]1[CH:9]=[N:8][CH:7]=[CH:6][C:5]2=1. Reported procedure: The desired compound was prepared according to the previous example from 4-(2-Amino-propyl)-6,6-dimethyl-morpholine-3-carboxylic acid (6-chloro-9H-β-carbolin-8yl)-amide (3 CF3COOH salt) and acetic anhydride. Reactants: CC1=NC=C(C=C1)OC[C@H]1OC1 ((S)-2-Methyl-5-oxiranylmethoxy-pyridine), C1=C(C=CC2=CC=CC=C12)N1[C@H]2C\C=C/C[C@@H](C1)NC2 (Z-(1S,6S)-7-naphthalen-2-yl-7,9-diaza-bicyclo[4.2.2]dec-3-ene), CCN(C(C)C)C(C)C (DIPEA). Solvent: C(C)O (ethanol). Reaction conditions: temperature 95 celsius. Yields the product CC1=CC=C(C=N1)OC[C@H](CN1[C@H]2C\C=C/C[C@@H](C1)N(C2)C2=CC1=CC=CC=C1C=C2)O ((S)-1-(6-Methyl-pyridin-3-yloxy)-3-(-(Z)-(1S,6S)-9-naphthalen-2-yl-7,9-diaza-bicyclo[4.2.2]dec-3-en-7-yl)-propan-2-ol). As a reaction SMILES: [CH3:1][C:2]1[CH:7]=[CH:6][C:5]([O:8][CH2:9][C@@H:10]2[CH2:12][O:11]2)=[CH:4][N:3]=1.[CH:13]1[C:22]2[C:17](=[CH:18][CH:19]=[CH:20][CH:21]=2)[CH:16]=[CH:15][C:14]=1[N:23]1[CH2:30][C@H:29]2[NH:31][CH2:32][C@@H:24]1[CH2:25][CH:26]=[CH:27][CH2:28]2.CCN(C(C)C)C(C)C>C(O)C>[CH3:1][C:2]1[N:3]=[CH:4][C:5]([O:8][CH2:9][C@@H:10]([OH:11])[CH2:12][N:31]2[CH2:32][C@H:24]3[N:23]([C:14]4[CH:15]=[CH:16][C:17]5[C:22](=[CH:21][CH:20]=[CH:19][CH:18]=5)[CH:13]=4)[CH2:30][C@@H:29]2[CH2:28][CH:27]=[CH:26][CH2:25]3)=[CH:6][CH:7]=1. Reported procedure: (S)-2-Methyl-5-oxiranylmethoxy-pyridine (13 mg, 0.077 mmol) and Z-(1S,6S)-7-naphthalen-2-yl-7,9-diaza-bicyclo[4.2.2]dec-3-ene (20 mg, 0.189 mmol) were placed in a μW tube with ethanol (3 ml), DIPEA (15 μL, 0.086 mmol) and heated to 95° C. for 900 sec. The solvent was removed and the residue was purified via silica chromatography (30% Ethyl acetate/heptane) to yield the title compound as a residue. The reactants are BrC=1C=C(C(=NC1)F)[C@@]1([C@H](S(C2(CCC2)C(=N1)NC(OC(C)(C)C)=O)(=O)=O)CCO)C (tert-butyl ((6R,7R)-7-(5-bromo-2-fluoropyridin-3-yl)-6-(2-hydroxyethyl)-7-methyl-5,5-dioxido-5-thia-8-azaspiro[3.5]non-8-en-9-yl)carbamate), ice, [H-].[Na+] (sodium hydride), oil, [H-].[Na+] (sodium hydride), oil. Solvent: C1CCOC1.CN(C)C=O (THF DMF). Conditions: time 20 minute. Yields the product BrC1=CC2=C(OCC[C@@H]3S(C4(C(=N[C@@]32C)NC(OC(C)(C)C)=O)CCC4)(=O)=O)N=C1 (tert-butyl ((4a′S,11b′R)-10′-bromo-11b′-methyl-4′,4′-dioxido-4a′,5′,6′,11b′-tetrahydrospiro[cyclobutane-1,3′-pyrido[3′,2′:6,7]oxepino[4,5-b][1,4]thiazin]-2′-yl)carbamate). Yield: 46.0%. RXN SMILES: [Br:1][C:2]1[CH:3]=[C:4]([C@@:9]2([CH3:31])[N:17]=[C:16]([NH:18][C:19](=[O:25])[O:20][C:21]([CH3:24])([CH3:23])[CH3:22])[C:12]3([CH2:15][CH2:14][CH2:13]3)[S:11](=[O:27])(=[O:26])[C@@H:10]2[CH2:28][CH2:29][OH:30])[C:5](F)=[N:6][CH:7]=1.[H-].[Na+]>C1COCC1.CN(C=O)C>[Br:1][C:2]1[CH:7]=[N:6][C:5]2[O:30][CH2:29][CH2:28][C@H:10]3[C@@:9]([CH3:31])([C:4]=2[CH:3]=1)[N:17]=[C:16]([NH:18][C:19](=[O:25])[O:20][C:21]([CH3:24])([CH3:23])[CH3:22])[C:12]1([CH2:15][CH2:14][CH2:13]1)[S:11]3(=[O:27])=[O:26] |f:1.2,3.4|. Procedure: A solution of tert-butyl ((6R,7R)-7-(5-bromo-2-fluoropyridin-3-yl)-6-(2-hydroxyethyl)-7-methyl-5,5-dioxido-5-thia-8-azaspiro[3.5]non-8-en-9-yl)carbamate (1.04 g, 1.998 mmol) in THF/DMF (20/2 mL) was brought to 0° C. followed by the addition of sodium hydride, 60% dispersion in mineral oil (0.200 g, 5.00 mmol) in one portion. After one min stirring at 0° C. the ice bath was removed. The reaction became yellow. More sodium hydride, 60% dispersion in mineral oil (0.200 g, 5.00 mmol) was added at rt... Reactants: C(C1=CC=CC=C1)N (benzylamine), N1=CC=CC=C1 (pyridine), CC=1C=C(OC(C(=O)Cl)CC)C=C(C1)C (2-(3,5-dimethylphenoxy)-butyroyl chloride). Run in C1=CC=CC=C1 (benzene). Run at time 5 hour. Product: C(C1=CC=CC=C1)NC(C(CC)OC1=CC(=CC(=C1)C)C)=O (N-benzyl-2-(3,5-dimethylphenoxy)-butyramide). Yield: 62.1%. RXN SMILES: [CH2:1]([NH2:8])[C:2]1[CH:7]=[CH:6][CH:5]=[CH:4][CH:3]=1.N1C=CC=CC=1.[CH3:15][C:16]1[CH:17]=[C:18]([CH:26]=[C:27]([CH3:29])[CH:28]=1)[O:19][CH:20]([CH2:24][CH3:25])[C:21](Cl)=[O:22]>C1C=CC=CC=1>[CH2:1]([NH:8][C:21](=[O:22])[CH:20]([O:19][C:18]1[CH:17]=[C:16]([CH3:15])[CH:28]=[C:27]([CH3:29])[CH:26]=1)[CH2:24][CH3:25])[C:2]1[CH:7]=[CH:6][CH:5]=[CH:4][CH:3]=1. Reported procedure: In 30 ml of benzene were dissolved 1.8 g (0.017 mole) of benzylamine and 1.2 g (0.015 mole) of pyridine, and thereto was added dropwise 3.0 g (0.013 mole) of 2-(3,5-dimethylphenoxy)-butyroyl chloride at room temperature with stirring. After the reaction was carried out for 5 hours, the reaction mixture was washed with water, dilute hydrochloric acid, dilute aqueous sodium hydroxide and then water successively. After the benzene layer was dried, the benzene was removed by distillation. The result... Reactants: B([C@@H]1CCCN1C(=O)[C@H](C(C)C)N)(O)O.CS(=O)(=O)O (Pt-100), OCC(=O)CO (1,3-dihydroxyacetone), N1=CC=CC=C1 (pyridine), suspension, C(C)(=O)OC(C)=O (acetic acid anhydride). Reaction conditions: time 2.5 hour. The product is C(C)(=O)OCC(=O)COC(C)=O (1,3-diacetoxyacetone). The yield is 78.0%. RXN SMILES: B(O)(O)[C@H]1N([C:7]([C@@H:9](N)C(C)C)=[O:8])CCC1.CS(O)(=O)=O.[OH:21][CH2:22][C:23]([CH2:25][OH:26])=[O:24].N1C=CC=CC=1.[C:33](OC(=O)C)(=[O:35])[CH3:34]>>[C:33]([O:21][CH2:22][C:23]([CH2:25][O:26][C:7](=[O:8])[CH3:9])=[O:24])(=[O:35])[CH3:34] |f:0.1|. Procedure details: A 16 L reactor equipped with a mechanical stirrer, a Pt-100 thermometer, a reflux condenser and a nitrogen inlet was charged with 1.00 kg (10.9 mol) 1,3-dihydroxyacetone and 3.25 L (4.03 mol) pyridine. To this suspension 3.31 L (34.8 mol) acetic acid anhydride was added during 35 min, maintaining the temperature between 15 and 22° C. with a cooling bath. During the addition the suspension turned into a clear, slightly reddish solution. The mixture was stirred for 2.5 h at RT before it was concen...